Dataset: the Open Reaction Database (ORD), a public repository of structured organic reaction records. Task: describe an organic reaction: reactants, conditions, products, and yield The reactants are C1CCOC1, COc1cc(C(=O)c2c(-c3ccc(OCCN4CCCC4)cc3)sc3cc(OCc4ccccc4)ccc23)ccc1O[Si](C(C)C)(C(C)C)C(C)C, CCCC[N+](CCCC)(CCCC)CCCC, [F-], [Na+], O=C([O-])O. Product: COc1cc(C(=O)c2c(-c3ccc(OCCN4CCCC4)cc3)sc3cc(OCc4ccccc4)ccc23)ccc1O. Reaction SMILES: [CH2:76]1[O:77][CH2:78][CH2:79][CH2:80]1.[CH3:1][O:2][c:3]1[cH:4][c:5]([C:20](=[O:21])[c:22]2[c:23]3[c:24]([s:25][c:26]2-[c:27]2[cH:28][cH:29][c:30]([O:33][CH2:34][CH2:35][N:36]4[CH2:37][CH2:38][CH2:39][CH2:40]4)[cH:31][cH:32]2)[cH:41][c:42]([O:45][CH2:46][c:47]2[cH:48][cH:49][cH:50][cH:51][cH:52]2)[cH:43][cH:44]3)[cH:6][cH:7][c:8]1[O:9][Si:10]([CH:11]([CH3:12])[CH3:13])([CH:14]([CH3:15])[CH3:16])[CH:17]([CH3:18])[CH3:19].[CH3:54][CH2:55][CH2:56][CH2:57][N+:58]([CH2:59][CH2:60][CH2:61][CH3:62])([CH2:63][CH2:64][CH2:65][CH3:66])[CH2:67][CH2:68][CH2:69][CH3:70].[F-:53].[Na+:75].[O-:71][C:72]([OH:73])=[O:74]>>[CH3:1][O:2][c:3]1[cH:4][c:5]([C:20](=[O:21])[c:22]2[c:23]3[c:24]([s:25][c:26]2-[c:27]2[cH:28][cH:29][c:30]([O:33][CH2:34][CH2:35][N:36]4[CH2:37][CH2:38][CH2:39][CH2:40]4)[cH:31][cH:32]2)[cH:41][c:42]([O:45][CH2:46][c:47]2[cH:48][cH:49][cH:50][cH:51][cH:52]2)[cH:43][cH:44]3)[cH:6][cH:7][c:8]1[OH:9].